From a dataset of the Open Reaction Database (ORD), a public repository of structured organic reaction records. describe an organic reaction: reactants, conditions, products, and yield The reactants are C(C)C1=CC2=C(NN=N2)C=C1 (5-ethylbenzotriazole), [OH-].[Na+] (sodium hydroxide), [N+](=O)([O-])[O-].[Ag+] (silver nitrate). The solvent is O (water), O (water). Run at time 5 minute. Yields the product C(C)C1=CC2=C(NN=N2)C=C1.[Ag] (Silver 5-Ethylbenzotriazole). Reaction SMILES: [CH2:1]([C:3]1[CH:11]=[CH:10][C:6]2[NH:7][N:8]=[N:9][C:5]=2[CH:4]=1)[CH3:2].[OH-].[Na+].[N+]([O-])([O-])=O.[Ag+:18]>O>[CH2:1]([C:3]1[CH:11]=[CH:10][C:6]2[NH:7][N:8]=[N:9][C:5]=2[CH:4]=1)[CH3:2].[Ag:18] |f:1.2,3.4,6.7|. Reported procedure: The mixture thus obtained was stirred for 5 minutes, and then mixed with a solution of 4.2 g of 5-ethylbenzotriazole and 1.2 g of sodium hydroxide in 150 ml of water and a solution of 5 g of silver nitrate in 150 ml of water simultaneously over 6 minutes, to prepare an emulsion. Starting materials: C1(=CC=CC=C1)[C@@H](C)N ((R)-1-phenylethylamine), C(C1=CC(OC)=C(OC)C=C1)=O (Veratraldehyde), [H][H] (hydrogen). The reagents and catalysts are [C].[Pd] (palladium carbon), C(C)N(CC)CC (triethylamine). Solvent: C(C)(C)O (isopropanol). Conditions: temperature 55 celsius, time 1.5 hour. Product: COC=1C=C(CN[C@H](C)C2=CC=CC=C2)C=CC1OC ((R)—N—(3,4-dimethoxybenzyl)-1-phenylethylamine). Isolated yield 102264.9%. As a reaction SMILES: [CH:1](=O)[C:2]1[CH:11]=[CH:10][C:7]([O:8][CH3:9])=[C:4]([O:5][CH3:6])[CH:3]=1.[C:13]1([C@H:19]([NH2:21])[CH3:20])[CH:18]=[CH:17][CH:16]=[CH:15][CH:14]=1.[H][H]>C(O)(C)C.[C].[Pd].C(N(CC)CC)C>[CH3:6][O:5][C:4]1[CH:3]=[C:2]([CH:11]=[CH:10][C:7]=1[O:8][CH3:9])[CH2:1][NH:21][C@@H:19]([C:13]1[CH:18]=[CH:17][CH:16]=[CH:15][CH:14]=1)[CH3:20] |f:4.5|. Procedure: Veratraldehyde (174.5 g, 1.05 mole) was dissolved in isopropanol (600 ml) at 10-40° C. and (R)-1-phenylethylamine (121.2 g, 1.00 mmole) was added at 50-60° C. over 1-2 hr in a thin stream. Further, after stirring at 50-60° C. for 1-2 hr, the mixture was cooled to 20° C. To this solution were added triethylamine (5.1 g, 50.0 mmole) and 5% palladium carbon (50% wet, 5.4 g) at 20-30° C. and the mixture was stirred under 1 atm hydrogen atmosphere at 40-45° C. for 7-8 hr. The catalyst was filtered of... The reactants are COC1=C(C(=O)C2=C(C=CC=C2)OC)C=C(C=C1)OC (2,2',5-trimethoxybenzophenone), Cl.N1=CC=CC=C1 (pyridine hydrochloride), ice. Yields the product OC1=CC=2C(C3=CC=CC=C3OC2C=C1)=O (2-Hydroxyxanthone). Reaction SMILES: CO[C:3]1[CH:18]=[CH:17][C:16]([O:19]C)=[CH:15][C:4]=1[C:5]([C:7]1[CH:12]=[CH:11][CH:10]=[CH:9][C:8]=1[O:13]C)=[O:6].Cl.N1C=CC=CC=1>>[OH:19][C:16]1[CH:17]=[CH:18][C:3]2[O:13][C:8]3[C:7](=[CH:12][CH:11]=[CH:10][CH:9]=3)[C:5](=[O:6])[C:4]=2[CH:15]=1 |f:1.2|. Procedure: A mixture of 2,2',5-trimethoxybenzophenone (6.52 g, 23,9 mmol, unpurified) prepared as described above, and pyridine hydrochloride (35.0 g, 0.3 mol) was refluxed (~210° C.) for 48 hours under N2. The mixture was then poured into ice (100 g), and the yellow-green precipitate which formed was collected by filtration and washed with water (2×60 mL). This residue was then suspended in water (~60 mL), and made alkaline (pH~12) with 45% (w/v) aqueous KOH. The resultant reddish-brown suspension was fil...